Dataset: the Open Reaction Database (ORD), a public repository of structured organic reaction records. Task: describe an organic reaction: reactants, conditions, products, and yield Starting materials: [OH-].[K+] (potassium hydroxide), C(C)OC(C(C(=O)OCC)(C)CCC=1SC=CC1)=O (2-Methyl-2-(2-thienyl)ethylmalonic acid diethylester), ( a ), [OH-].[K+] (potassium hydroxide), ice. Solvent: C(C)O (ethanol), O (water), O (Water). Run at time 2 hour. Yields the product C(C)OC(C(C(=O)O)(C)CCC=1SC=CC1)=O (2-Methyl-2-(2-thienyl)ethylmalonic acid monoethylester). Yield: 58.7%. RXN SMILES: [CH2:1]([O:3][C:4](=[O:19])[C:5]([CH2:12][CH2:13][C:14]1[S:15][CH:16]=[CH:17][CH:18]=1)([CH3:11])[C:6]([O:8]CC)=[O:7])[CH3:2].[OH-].[K+]>C(O)C.O>[CH2:1]([O:3][C:4](=[O:19])[C:5]([CH2:12][CH2:13][C:14]1[S:15][CH:16]=[CH:17][CH:18]=1)([CH3:11])[C:6]([OH:8])=[O:7])[CH3:2] |f:1.2|. Procedure details: 2-Methyl-2-(2-thienyl)ethylmalonic acid diethylester (52.7 g, 0.19 mol) obtained in Example 1) (a) was dissolved in a mixture of ethanol (240 ml) and water (80 ml), potassium hydroxide (11.4 g, 0.20 mol) was added thereto in an ice bath, and the solution was stirred for 2 hours. And then potassium hydroxide (5.7 g, 0.1 mol) was added thereto three times, one portion every 1 hour, and the reaction solution was stirred for 6 hours in total. Water (300 ml) and ice-cold 10% hydrochloric acid (500 ml... The reactants are FC1=CC=C(N)C=C1 (4-Fluoro-aniline), C(#N)C1C(C2=CC=CC=C2CC1)=O (2-cyano-3 ,4-dihydro-1 (2H) -naphthalenone). Conditions: temperature 150 celsius. The product is FC1=CC=C(C=C1)NC1=C(CCC2=CC=CC=C12)C#N (1-(4'Fluorophenyl) amino-2-cyano-3,4-dihydro-naphthalene). Reaction SMILES: [F:1][C:2]1[CH:8]=[CH:7][C:5]([NH2:6])=[CH:4][CH:3]=1.[C:9]([CH:11]1[CH2:20][CH2:19][C:18]2[C:13](=[CH:14][CH:15]=[CH:16][CH:17]=2)[C:12]1=O)#[N:10]>>[F:1][C:2]1[CH:8]=[CH:7][C:5]([NH:6][C:12]2[C:13]3[C:18](=[CH:17][CH:16]=[CH:15][CH:14]=3)[CH2:19][CH2:20][C:11]=2[C:9]#[N:10])=[CH:4][CH:3]=1. Procedure details: 4-Fluoro-aniline (Aldrich Chemicals) (1.11 g, 10 mmol) and 2-cyano-3 ,4-dihydro-1 (2H) -naphthalenone (synthesised according to the method of Johnson. W. S. and Shelberg W. E. J. Amer. Chem. Soc., (1945), 67 p.1745.) (91.71 g 10 mmol) were heated together at 150° C. for 1 hour. After cooling, chromatography on silica with chloroform as the eluent followed by Kugelrohr distillation (175° C., 0.2 mmHg) gave the product as pale brown crystals. Starting materials: COC=1C=C(C=CC1)N=C=O (3-methoxyphenyl isocyanate), NC=1C=CC(=C(C1)C(=O)C1=C(C=C(C=C1)NC1=C(C=C(C=C1)F)F)Cl)C ((5-Amino-2-methyl-phenyl)-[2-chloro-4-(2,4-difluoro-phenylamino)-phenyl]-methanone), compound 259. The solvent is N1=CC=CC=C1 (pyridine). Run at time 1.5 hour. Product: ClC1=C(C(=O)C=2C=C(C=CC2C)NC(=O)NC2=CC(=CC=C2)OC)C=CC(=C1)NC1=C(C=C(C=C1)F)F (1-{3-[2-Chloro-4-(2,4-difluoro-phenylamino)-benzoyl]-4-methyl-phenyl}-3-(3-methoxy-phenyl)-urea). As a reaction SMILES: [NH2:1][C:2]1[CH:3]=[CH:4][C:5]([CH3:26])=[C:6]([C:8]([C:10]2[CH:15]=[CH:14][C:13]([NH:16][C:17]3[CH:22]=[CH:21][C:20]([F:23])=[CH:19][C:18]=3[F:24])=[CH:12][C:11]=2[Cl:25])=[O:9])[CH:7]=1.[CH3:27][O:28][C:29]1[CH:30]=[C:31]([N:35]=[C:36]=[O:37])[CH:32]=[CH:33][CH:34]=1>N1C=CC=CC=1>[Cl:25][C:11]1[CH:12]=[C:13]([NH:16][C:17]2[CH:22]=[CH:21][C:20]([F:23])=[CH:19][C:18]=2[F:24])[CH:14]=[CH:15][C:10]=1[C:8]([C:6]1[CH:7]=[C:2]([NH:1][C:36]([NH:35][C:31]2[CH:32]=[CH:33][CH:34]=[C:29]([O:28][CH3:27])[CH:30]=2)=[O:37])[CH:3]=[CH:4][C:5]=1[CH3:26])=[O:9]. Procedure: Compound 494 (0.03 g, 0.08 mmol) was dissolved in pyridine (0.2 mL) and 3-methoxyphenyl isocyanate (0.016 mL, 0.12 mmol) was added. The solution was stirred at room temperature for 1.5 h. Work up as described in the preparation of compound 259. The crude product was purified by flash chromatography using EtOAc/petroleum ether (40-60) 2:3 as the eluent. This afforded the title compound as a slightly coloured solid. 13C NMR (CD3OD) δ 198.3, 161.7, 161.0 (dd), 157.9 (dd), 155.3, 151.2, 141.6, 141.2...